Dataset: the Open Reaction Database (ORD), a public repository of structured organic reaction records. Task: describe an organic reaction: reactants, conditions, products, and yield Starting materials: FC(C1=CC=C(C=C1)C1CC(C=2C(C3=CC(=CC=C3N(C2C1)O)Cl)=O)=O)(F)F (3-(4-trifluoromethylphenyl)-7-chloro-10-hydroxy-3,4-dihydroacridine-1,9(2H,10H)-dione), CN1CCN(CC1)N (N-methyl-N'-aminopiperazine). Run in C(C)O (ethanol). The product is CN1CCN(CC1)N=C1CC(CC=2N(C3=CC=C(C=C3C(C12)=O)Cl)O)C1=CC=C(C=C1)C(F)(F)F (3-(4-Trifluoromethylphenyl)-7-chloro-10-hydroxy-3,4-dihydroacridine-1,9(2H,10H)-dione 1-(N-methyl-N'-piperazinyl)imine). As a reaction SMILES: [F:1][C:2]([F:28])([F:27])[C:3]1[CH:8]=[CH:7][C:6]([CH:9]2[CH2:22][C:21]3[N:20]([OH:23])[C:19]4[C:14](=[CH:15][C:16]([Cl:24])=[CH:17][CH:18]=4)[C:13](=[O:25])[C:12]=3[C:11](=O)[CH2:10]2)=[CH:5][CH:4]=1.[CH3:29][N:30]1[CH2:35][CH2:34][N:33]([NH2:36])[CH2:32][CH2:31]1>C(O)C>[CH3:29][N:30]1[CH2:35][CH2:34][N:33]([N:36]=[C:11]2[C:12]3[C:13](=[O:25])[C:14]4[C:19](=[CH:18][CH:17]=[C:16]([Cl:24])[CH:15]=4)[N:20]([OH:23])[C:21]=3[CH2:22][CH:9]([C:6]3[CH:7]=[CH:8][C:3]([C:2]([F:28])([F:1])[F:27])=[CH:4][CH:5]=3)[CH2:10]2)[CH2:32][CH2:31]1. Reported procedure: 40.75 g (0.1 mole) of 3-(4-trifluoromethylphenyl)-7-chloro-10-hydroxy-3,4-dihydroacridine-1,9(2H,10H)-dione are suspended in 500 ml of ethanol, 11.5 g (0.1 mole) of N-methyl-N'-aminopiperazine are added and the reaction mixture is heated to reflux for 30 minutes. A clear orange-red solution forms during this. After cooling down, the ethanol is distilled out in a rotary evaporator and the solid residue is recrystallized from toluene/cyclohexane (1:1). 43 g=85% of theory of the title compound is t... Reactants: COC(C1=C(C=C(C=C1)I)NS(=O)(=O)C1=CC=CC=2C1=NSN2)=O (2-(Benzo[1,2,5]thiadiazole-4-sulfonylamino)-4-iodobenzoic acid methyl ester), Cl (HCl), NC1=C(C(=O)OC)C=CC(=C1)I (methyl 2-amino-4-iodobenzoate), ClS(=O)(=O)C1=CC=CC2=NSN=C21 (4-chlorosulfonyl-2,1,3-benzothiadiazole), N1=CC=CC=C1 (pyridine). The solvent is C(Cl)Cl (DCM). Reaction conditions: time 8 hour. Product: IC=1C=CC(=C(C1)NS(=O)(=O)C=1C=2N=CC=NC2C=CC1)C(=O)N1CCOCC1 (Quinoxaline-5-sulfonic acid [5-iodo-2-(morpholine-4-carbonyl)-phenyl]-amide). Yield: 68.0%. Reaction SMILES: CO[C:3](=[O:24])[C:4]1[CH:9]=[CH:8][C:7]([I:10])=[CH:6][C:5]=1[NH:11][S:12]([C:15]1[C:20]2=[N:21]S[N:23]=[C:19]2[CH:18]=[CH:17][CH:16]=1)(=[O:14])=[O:13].NC1C=C(I)C=C[C:27]=1[C:28]([O:30][CH3:31])=O.ClS(C1C2[C:45](=[N:46]SN=2)C=CC=1)(=O)=O.N1C=CC=[CH:52][CH:51]=1.Cl>C(Cl)Cl>[I:10][C:7]1[CH:8]=[CH:9][C:4]([C:3]([N:46]2[CH2:27][CH2:28][O:30][CH2:31][CH2:45]2)=[O:24])=[C:5]([NH:11][S:12]([C:15]2[C:20]3[N:21]=[CH:51][CH:52]=[N:23][C:19]=3[CH:18]=[CH:17][CH:16]=2)(=[O:13])=[O:14])[CH:6]=1. Procedure: 2-(Benzo[1,2,5]thiadiazole-4-sulfonylamino)-4-iodobenzoic acid methyl ester. To a solution of methyl 2-amino-4-iodobenzoate (EXAMPLE 4, Step B, 1.6 g, 5.8 mmol) in DCM (45 mL) at room temperature was added 4-chlorosulfonyl-2,1,3-benzothiadiazole (1.76 g, 7.51 mmol), and pyridine (0.93 mL, 11 mmol). The mixture was stirred at room temperature overnight, poured into 1 N HCl (200 mL), and extracted with DCM (2×100 mL). The combined organic layers were dried (Na2SO4) and concentrated in vacuo. The c... Starting materials: CC(C)(C)c1ccc(-n2c(Br)ccc2C#N)c(CO[SiH](c2ccccc2)c2ccccc2)c1, [Li]CCCC, CSSC, O. The product is CSc1ccc(C#N)n1-c1ccc(C(C)(C)C)cc1CO[SiH](c1ccccc1)c1ccccc1. Reaction SMILES: [Br:1][c:2]1[cH:3][cH:4][c:5]([C:32]#[N:33])[n:6]1-[c:7]1[c:8]([CH2:17][O:18][SiH:19]([c:20]2[cH:21][cH:22][cH:23][cH:24][cH:25]2)[c:26]2[cH:27][cH:28][cH:29][cH:30][cH:31]2)[cH:9][c:10]([C:13]([CH3:14])([CH3:15])[CH3:16])[cH:11][cH:12]1.[CH2:34]([Li:35])[CH2:36][CH2:37][CH3:38].[CH3:39][S:40][S:41][CH3:42].[OH2:43]>>[c:2]1([S:40][CH3:39])[cH:3][cH:4][c:5]([C:32]#[N:33])[n:6]1-[c:7]1[c:8]([CH2:17][O:18][SiH:19]([c:20]2[cH:21][cH:22][cH:23][cH:24][cH:25]2)[c:26]2[cH:27][cH:28][cH:29][cH:30][cH:31]2)[cH:9][c:10]([C:13]([CH3:14])([CH3:15])[CH3:16])[cH:11][cH:12]1. The reactants are COCCOC, N#Cc1c(OS(=O)(=O)C(F)(F)F)cc(N)nc1-c1ccco1, NCc1ccc(N)cc1. Product: N#Cc1c(NCc2ccc(N)cc2)cc(N)nc1-c1ccco1. RXN SMILES: [CH3:32][O:33][CH2:34][CH2:35][O:36][CH3:37].[NH2:1][c:2]1[cH:3][c:4]([O:15][S:16]([C:17]([F:18])([F:19])[F:20])(=[O:21])=[O:22])[c:5]([C:13]#[N:14])[c:6](-[c:8]2[o:9][cH:10][cH:11][cH:12]2)[n:7]1.[NH2:23][c:24]1[cH:25][cH:26][c:27]([CH2:28][NH2:29])[cH:30][cH:31]1>>[NH2:1][c:2]1[cH:3][c:4]([NH:29][CH2:28][c:27]2[cH:26][cH:25][c:24]([NH2:23])[cH:31][cH:30]2)[c:5]([C:13]#[N:14])[c:6](-[c:8]2[o:9][cH:10][cH:11][cH:12]2)[n:7]1.